Dataset: the Open Reaction Database (ORD), a public repository of structured organic reaction records. Task: describe an organic reaction: reactants, conditions, products, and yield Starting materials: Cc1nc(-c2ccc(CCC(=O)N3CCNCC3)cc2)no1, O=S(=O)(Cl)c1ccc2cc(Cl)ccc2c1. The product is Cc1nc(-c2ccc(CCC(=O)N3CCN(S(=O)(=O)c4ccc5cc(Cl)ccc5c4)CC3)cc2)no1. RXN SMILES: [CH3:1][c:2]1[n:3][c:4](-[c:7]2[cH:8][cH:9][c:10]([CH2:13][CH2:14][C:15](=[O:16])[N:17]3[CH2:18][CH2:19][NH:20][CH2:21][CH2:22]3)[cH:11][cH:12]2)[n:5][o:6]1.[Cl:23][c:24]1[cH:25][c:26]2[cH:27][cH:28][c:29]([S:34](=[O:35])(=[O:36])[Cl:37])[cH:30][c:31]2[cH:32][cH:33]1>>[CH3:1][c:2]1[n:3][c:4](-[c:7]2[cH:8][cH:9][c:10]([CH2:13][CH2:14][C:15](=[O:16])[N:17]3[CH2:18][CH2:19][N:20]([S:34]([c:29]4[cH:28][cH:27][c:26]5[cH:25][c:24]([Cl:23])[cH:33][cH:32][c:31]5[cH:30]4)(=[O:35])=[O:36])[CH2:21][CH2:22]3)[cH:11][cH:12]2)[n:5][o:6]1. Reactants: FC=1C(=C2NC(C(NC2=CC1F)=O)=O)[N+](=O)[O-] (6,7difluoro-5-nitro-1,4-dihydroquinoxaline-2,3-dione), C[O-].[Na+] (sodium methoxide), Cl (HCl). Run in O (water). Run at time 10 second. Product: FC1=C(C(=C2NC(C(NC2=C1)=O)=O)[N+](=O)[O-])OC (7-Fluoro-6-methoxy-5-nitro-1,4-dihydroquinoxaline-2,3-dione). Isolated yield 77.5%. RXN SMILES: F[C:2]1[C:3]([N+:15]([O-:17])=[O:16])=[C:4]2[C:9](=[CH:10][C:11]=1[F:12])[NH:8][C:7](=[O:13])[C:6](=[O:14])[NH:5]2.[CH3:18][O-:19].[Na+].Cl>O>[F:12][C:11]1[CH:10]=[C:9]2[C:4]([NH:5][C:6](=[O:14])[C:7](=[O:13])[NH:8]2)=[C:3]([N+:15]([O-:17])=[O:16])[C:2]=1[O:19][CH3:18] |f:1.2|. Reported procedure: To a solution of 21 mg (0.086 mmol) of 6,7difluoro-5-nitro-1,4-dihydroquinoxaline-2,3-dione in 0.5 mL of DMSO-d6 was added 16 mg (0.29 mmol) of sodium methoxide. The solution was shaken in a vortex for 10 s and kept at room temperature for 3 h. It was then added to 3 mL of water and acidified with 2 N HCl to pH=4. The precipitate was filtered, washed with water, and dried to leave a yellow solid (17 mg, 77%); mp 290-292° C.; 1H NMR (DMSO-d6), 3.899 (s, 3), 7.163 (1, d, J=11.6), 11.97 (mb, 1), 12...